From a dataset of the Open Reaction Database (ORD), a public repository of structured organic reaction records. describe an organic reaction: reactants, conditions, products, and yield The reactants are C1(CCCCC1)C(C1=C(C2=NC=CC=C2S1)C)NC1=CC=C(C=C1)C(=O)NCCC(=O)OCC (ethyl 3-{[(4-{[cyclohexyl(3-methylthieno[3,2-b]pyridin-2-yl)methyl]amino}phenyl)carbonyl]amino}propanoate), O1CCCC1 (tetrahydrofuran), [OH-].[Na+] (sodium hydroxide). Run in C(C)O (ethanol). Run at time 1 hour. Product: C1(CCCCC1)C(C1=C(C2=NC=CC=C2S1)C)NC1=CC=C(C=C1)C(=O)NCCC(=O)O (3-{[(4-{[cyclohexyl(3-methylthieno[3,2-b]pyridin-2-yl)methyl]amino}phenyl)carbonyl]amino}propanoic acid). The yield is 93.7%. Reaction SMILES: [CH:1]1([CH:7]([NH:18][C:19]2[CH:24]=[CH:23][C:22]([C:25]([NH:27][CH2:28][CH2:29][C:30]([O:32]CC)=[O:31])=[O:26])=[CH:21][CH:20]=2)[C:8]2[S:16][C:15]3[C:10](=[N:11][CH:12]=[CH:13][CH:14]=3)[C:9]=2[CH3:17])[CH2:6][CH2:5][CH2:4][CH2:3][CH2:2]1.O1CCCC1.[OH-].[Na+]>C(O)C>[CH:1]1([CH:7]([NH:18][C:19]2[CH:20]=[CH:21][C:22]([C:25]([NH:27][CH2:28][CH2:29][C:30]([OH:32])=[O:31])=[O:26])=[CH:23][CH:24]=2)[C:8]2[S:16][C:15]3[C:10](=[N:11][CH:12]=[CH:13][CH:14]=3)[C:9]=2[CH3:17])[CH2:6][CH2:5][CH2:4][CH2:3][CH2:2]1 |f:2.3|. Procedure: To a mixture of ethyl 3-{[(4-{[cyclohexyl(3-methylthieno[3,2-b]pyridin-2-yl)methyl]amino}phenyl)carbonyl]amino}propanoate (330 mg) synthesized above, tetrahydrofuran (5 mL) and ethanol (5 mL) was added 1N aqueous sodium hydroxide solution (2.00 mL), and the mixture was stirred at room temperature for 1 hr, and concentrated under reduced pressure. The residue was dissolved in water (10 mL), and 1N hydrochloric acid (2.00 mL) was added at 0° C. The resulting precipitate was collected by filtration... Reactants: C1(=CC=CC=C1)C=1C=NN(C1C1=CC=CC=C1)CCC(=O)OC (methyl 4,5-diphenyl-1H-pyrazole-1-propanoate), C(C)N(CC)CCCN (diethylaminopropylamine), C(C)N(CC)CCCN (diethylaminopropylamine). Solvent: ClCCl (dichloromethane). Yields the product O.C(C)N(CCCNC(CCN1N=CC(=C1C1=CC=CC=C1)C1=CC=CC=C1)=O)CC.C(C)N(CC)CCCNC(CCN1N=CC(=C1C1=CC=CC=C1)C1=CC=CC=C1)=O (N-[3-(Diethylamino)propyl]-4,5-diphenyl-1H-pyrazole-1-propanamide hemihydrate). RXN SMILES: [C:1]1([C:7]2[CH:8]=[N:9][N:10]([CH2:18][CH2:19][C:20]([O:22]C)=[O:21])[C:11]=2[C:12]2[CH:17]=[CH:16][CH:15]=[CH:14][CH:13]=2)[CH:6]=[CH:5][CH:4]=[CH:3][CH:2]=1.[CH2:24]([N:26]([CH2:29][CH2:30][CH2:31][NH2:32])[CH2:27][CH3:28])[CH3:25]>ClCCl>[OH2:21].[CH2:24]([N:26]([CH2:27][CH3:28])[CH2:29][CH2:30][CH2:31][NH:32][C:20](=[O:22])[CH2:19][CH2:18][N:10]1[C:11]([C:12]2[CH:13]=[CH:14][CH:15]=[CH:16][CH:17]=2)=[C:7]([C:1]2[CH:6]=[CH:5][CH:4]=[CH:3][CH:2]=2)[CH:8]=[N:9]1)[CH3:25].[CH2:24]([N:26]([CH2:29][CH2:30][CH2:31][NH:32][C:20](=[O:22])[CH2:19][CH2:18][N:10]1[C:11]([C:12]2[CH:13]=[CH:14][CH:15]=[CH:16][CH:17]=2)=[C:7]([C:1]2[CH:2]=[CH:3][CH:4]=[CH:5][CH:6]=2)[CH:8]=[N:9]1)[CH2:27][CH3:28])[CH3:25] |f:3.4.5|. Reported procedure: A solution of 4.8 g (0.016 mol) of methyl 4,5-diphenyl-1H-pyrazole-1-propanoate of example 4 and 48 mL of diethylaminopropylamine was heated at 120°-125° C. under nitrogen for 14 hours. The excess diethylaminopropylamine was stripped in vacuo at 85° C. The residue was dissolved in dichloromethane, an unwanted solid residue was filtered off, and the methylene chloride solution was washed twice with water and once with brine. The product was extracted into chilled dilute hydrochloric acid, and the... Reactants: CC(C)C1=C(C(=CC=C1)C(C)C)NC(=O)NC=1N(N=C(N1)CCCCCCCCCCCC)C(C)=O (N-[2,6-bis(1-methylethyl)phenyl]-N'-(2-acetyl-5-dodecyl-2H-1,2,4-triazol-3-yl)urea), CC(C)C1=C(C(=CC=C1)C(C)C)NC(=O)NC=1N(N=C(N1)CCCCCCCCCCC)C(C)=O (2,6-bis(1-methylethyl)phenyl-N'-(2-acetyl-5-undecyl-2H-1,2,4-triazol-3-yl)urea). Procedure: Employing the general method of Example 2 but using N-[2,6-bis(1-methylethyl)phenyl]-N'-(2-acetyl-5-dodecyl-2H-1,2,4-triazol-3-yl)urea instead of N-[2,6-bis(1-methylethyl)phenyl-N'-(2-acetyl-5-undecyl-2H-1,2,4-triazol-3-yl)urea, the title compound was prepared; m.p. 154°-164° C. RXN SMILES: [CH3:1][CH:2]([C:4]1[CH:9]=[CH:8][CH:7]=[C:6]([CH:10]([CH3:12])[CH3:11])[C:5]=1[NH:13][C:14]([NH:16][C:17]1[N:18](C(=O)C)[N:19]=[C:20]([CH2:22][CH2:23][CH2:24][CH2:25][CH2:26][CH2:27][CH2:28][CH2:29][CH2:30][CH2:31][CH2:32][CH3:33])[N:21]=1)=[O:15])[CH3:3].CC(C1C=CC=C(C(C)C)C=1NC(NC1N(C(=O)C)N=C(CCCCCCCCCCC)N=1)=O)C>>[CH3:12][CH:10]([C:6]1[CH:7]=[CH:8][CH:9]=[C:4]([CH:2]([CH3:1])[CH3:3])[C:5]=1[NH:13][C:14]([NH:16][C:17]1[N:21]=[C:20]([CH2:22][CH2:23][CH2:24][CH2:25][CH2:26][CH2:27][CH2:28][CH2:29][CH2:30][CH2:31][CH2:32][CH3:33])[NH:19][N:18]=1)=[O:15])[CH3:11]. The product is CC(C)C1=C(C(=CC=C1)C(C)C)NC(=O)NC1=NNC(=N1)CCCCCCCCCCCC (N-[2,6-bis(1-methylethyl)phenyl]-N'(5-dodecyl-1H-1,2,4-triazol-3-yl)urea).